From a dataset of the Open Reaction Database (ORD), a public repository of structured organic reaction records. describe an organic reaction: reactants, conditions, products, and yield Starting materials: C(C)(C)(C)OC(=O)N1CC=2N(C3=CC=C(C=C3C2CC1)Br)C (tert-Butyl-6-bromo-9-methyl-3,4-dihydro-1H-pyrido[3,4-b]indole-2(9H)-carboxylate), C(C1=CC=CC=C1)OC1=CC(NC=C1)=O (4-(benzyloxy)pyridin-2(1H)-one), OC=1C=CC=C2C=CC=NC12 (8-hydroxyquinoline), C(=O)([O-])[O-].[K+].[K+] (K2CO3), [NH4+].[OH-] (NH4OH). Reagents/catalysts: [Cu]I (CuI). The solvent is C(Cl)Cl (CH2Cl2), CS(=O)C (DMSO), CO (MeOH). Conditions: temperature 130 celsius, time 8 hour. The product is ethylacetate hexanes, C(C1=CC=CC=C1)OC1=CC(N(C=C1)C=1C=C2C3=C(N(C2=CC1)C)CN(CC3)C(=O)OC(C)(C)C)=O (tert-Butyl 6-(4-(benzyloxy)-2-oxopyridin-1(2H)-yl)-9-methyl-3,4-dihydro-1H-pyrido[3,4-b]indole-2(9H)-carboxylate). The yield is 34.5%. As a reaction SMILES: [C:1]([O:5][C:6]([N:8]1[CH2:20][CH2:19][C:18]2[C:17]3[C:12](=[CH:13][CH:14]=[C:15](Br)[CH:16]=3)[N:11]([CH3:22])[C:10]=2[CH2:9]1)=[O:7])([CH3:4])([CH3:3])[CH3:2].[CH2:23]([O:30][C:31]1[CH:36]=[CH:35][NH:34][C:33](=[O:37])[CH:32]=1)[C:24]1[CH:29]=[CH:28][CH:27]=[CH:26][CH:25]=1.OC1C=CC=C2C=1N=CC=C2.C([O-])([O-])=O.[K+].[K+].[NH4+].[OH-]>CS(C)=O.C(Cl)Cl.[Cu]I.CO>[CH2:23]([O:30][C:31]1[CH:36]=[CH:35][N:34]([C:15]2[CH:16]=[C:17]3[C:12](=[CH:13][CH:14]=2)[N:11]([CH3:22])[C:10]2[CH2:9][N:8]([C:6]([O:5][C:1]([CH3:4])([CH3:3])[CH3:2])=[O:7])[CH2:20][CH2:19][C:18]3=2)[C:33](=[O:37])[CH:32]=1)[C:24]1[CH:25]=[CH:26][CH:27]=[CH:28][CH:29]=1 |f:3.4.5,6.7|. Reported procedure: A solution of tert-Butyl-6-bromo-9-methyl-3,4-dihydro-1H-pyrido[3,4-b]indole-2(9H)-carboxylate (750 mg, 2.03 mmol) in DMSO (10 mL) was stirred under nitrogen and treated sequentially with 4-(benzyloxy)pyridin-2(1H)-one (448 mg, 2.23 mmol), 8-hydroxyquinoline (44 mg, 0.305 mmol), CuI (58 mg, 0.305 mmol) and K2CO3 (308 mg, 2.23 mmol). After stirring overnight at 130° C., the mixture was allowed to cool to room temperature and a mixture of MeOH and NH4OH (10:1, 10 mL) was added. After stirring for ... The reactants are Cc1cc(Br)ccc1CNC1CC1, CCI, CC(C)=O, O. Product: CCN(Cc1ccc(Br)cc1C)C1CC1. As a reaction SMILES: [Br:1][c:2]1[cH:3][c:4]([CH3:13])[c:5]([CH2:6][NH:7][CH:8]2[CH2:9][CH2:10]2)[cH:11][cH:12]1.[CH2:14]([CH3:15])[I:16].[CH3:17][C:18](=[O:19])[CH3:20].[OH2:21]>>[Br:1][c:2]1[cH:3][c:4]([CH3:13])[c:5]([CH2:6][N:7]([CH:8]2[CH2:9][CH2:10]2)[CH2:14][CH3:15])[cH:11][cH:12]1. Reactants: OC=1C=C(C=CC1)CCCCN1C=NC=C1 (1-[4-(3-hydroxyphenyl)butyl]imidazole), ClCC=1N=C(OC1)\C=C\C1=CC=CC=C1 (4-chloromethyl-2-[(E)-2-phenylethenyl]oxazole). Yields the product N1(C=NC=C1)CCCCC=1C=C(OCC=2N=C(OC2)\C=C\C2=CC=CC=C2)C=CC1 (4-[3-[4-(1-imidazolyl)butyl]phenoxymethyl]-2-[(E)-2-phenylethenyl]oxazole). The yield is 70.0%. As a reaction SMILES: [OH:1][C:2]1[CH:3]=[C:4]([CH2:8][CH2:9][CH2:10][CH2:11][N:12]2[CH:16]=[CH:15][N:14]=[CH:13]2)[CH:5]=[CH:6][CH:7]=1.Cl[CH2:18][C:19]1[N:20]=[C:21](/[CH:24]=[CH:25]/[C:26]2[CH:31]=[CH:30][CH:29]=[CH:28][CH:27]=2)[O:22][CH:23]=1>>[N:12]1([CH2:11][CH2:10][CH2:9][CH2:8][C:4]2[CH:3]=[C:2]([CH:7]=[CH:6][CH:5]=2)[O:1][CH2:18][C:19]2[N:20]=[C:21](/[CH:24]=[CH:25]/[C:26]3[CH:31]=[CH:30][CH:29]=[CH:28][CH:27]=3)[O:22][CH:23]=2)[CH:16]=[CH:15][N:14]=[CH:13]1. Procedure details: In substantially the same manner as in Working Example 72, 1-[4-(3-hydroxyphenyl)butyl]imidazole was allowed to react with 4-chloromethyl-2-[(E)-2-phenylethenyl]oxazole to give 4-[3-[4-(1-imidazolyl)butyl]phenoxymethyl]-2-[(E)-2-phenylethenyl]oxazole. The yield was 70%. Recrystallization from ethyl acetate-hexane gave colorless prisms, mp 75-76° C. Starting materials: CCCC[N+](CCCC)(CCCC)CCCC, C1CCOC1, CC(C)[Si](OCc1ccc(OC(F)F)c(OC2CC2)c1)(C(C)C)C(C)C, [F-], [SiH3]O[SiH3]. Product: OCc1ccc(OC(F)F)c(OC2CC2)c1. RXN SMILES: [CH2:31]([N+:32]([CH2:33][CH2:34][CH2:35][CH3:36])([CH2:37][CH2:38][CH2:39][CH3:40])[CH2:41][CH2:42][CH2:43][CH3:44])[CH2:45][CH2:46][CH3:47].[CH2:48]1[O:49][CH2:50][CH2:51][CH2:52]1.[CH:4]1([O:7][c:8]2[cH:9][c:10]([CH2:18][O:19][Si:20]([CH:21]([CH3:22])[CH3:23])([CH:24]([CH3:25])[CH3:26])[CH:27]([CH3:28])[CH3:29])[cH:11][cH:12][c:13]2[O:14][CH:15]([F:16])[F:17])[CH2:5][CH2:6]1.[F-:30].[SiH3:1][O:2][SiH3:3]>>[CH:4]1([O:7][c:8]2[cH:9][c:10]([CH2:18][OH:19])[cH:11][cH:12][c:13]2[O:14][CH:15]([F:16])[F:17])[CH2:5][CH2:6]1. The reactants are [BH4-], O=C(CCN1CCC2(CC1)OC(=O)c1ccccc12)c1ccccc1, CO, [Na+], C1CCOC1, O. Yields the product O=C1OC2(CCN(CCC(O)c3ccccc3)CC2)c2ccccc21. As a reaction SMILES: [BH4-:33].[C:1]([c:2]1[cH:3][cH:4][cH:5][cH:6][cH:7]1)(=[O:8])[CH2:9][CH2:10][N:11]1[CH2:12][CH2:13][C:14]2([O:15][C:16](=[O:23])[c:17]3[cH:18][cH:19][cH:20][cH:21][c:22]32)[CH2:24][CH2:25]1.[CH3:26][OH:27].[Na+:34].[O:28]1[CH2:29][CH2:30][CH2:31][CH2:32]1.[OH2:35]>>[CH:1]([c:2]1[cH:3][cH:4][cH:5][cH:6][cH:7]1)([OH:8])[CH2:9][CH2:10][N:11]1[CH2:12][CH2:13][C:14]2([O:15][C:16](=[O:23])[c:17]3[cH:18][cH:19][cH:20][cH:21][c:22]32)[CH2:24][CH2:25]1. The reactants are Cc1nc(N(C)c2ccc(N(C)C)cc2)c2cc([N+](=O)[O-])ccc2n1, CCOC(C)=O, CO. The product is Cc1nc(N(C)c2ccc(N(C)C)cc2)c2cc(N)ccc2n1. Reaction SMILES: [CH3:1][c:2]1[n:3][c:4]2[cH:5][cH:6][c:7]([N+:23]([O-:24])=[O:25])[cH:8][c:9]2[c:10]([N:12]([CH3:13])[c:14]2[cH:15][cH:16][c:17]([N:20]([CH3:21])[CH3:22])[cH:18][cH:19]2)[n:11]1.[CH3:26][CH2:27][O:28][C:29](=[O:30])[CH3:31].[CH3:32][OH:33]>>[CH3:1][c:2]1[n:3][c:4]2[cH:5][cH:6][c:7]([NH2:23])[cH:8][c:9]2[c:10]([N:12]([CH3:13])[c:14]2[cH:15][cH:16][c:17]([N:20]([CH3:21])[CH3:22])[cH:18][cH:19]2)[n:11]1. Starting materials: C1(CC1)N(C(OC(C)(C)C)=O)CC1=C(C(=CC(=C1)C=O)Cl)Cl (1,1-dimethylethyl cyclopropyl[(2,3-dichloro-5-formylphenyl)methyl]carbamate), [BH4-].[Na+] (sodium borohydride). The solvent is CO (methanol). Conditions: temperature 0 celsius, time 2 hour. Product: C1(CC1)N(C(OC(C)(C)C)=O)CC1=C(C(=CC(=C1)CO)Cl)Cl (1,1-Dimethylethyl cyclopropyl{[2,3-dichloro-5-(hydroxymethyl)phenyl]methyl}carbamate). Reaction SMILES: [CH:1]1([N:4]([CH2:12][C:13]2[CH:18]=[C:17]([CH:19]=[O:20])[CH:16]=[C:15]([Cl:21])[C:14]=2[Cl:22])[C:5](=[O:11])[O:6][C:7]([CH3:10])([CH3:9])[CH3:8])[CH2:3][CH2:2]1.[BH4-].[Na+]>CO>[CH:1]1([N:4]([CH2:12][C:13]2[CH:18]=[C:17]([CH2:19][OH:20])[CH:16]=[C:15]([Cl:21])[C:14]=2[Cl:22])[C:5](=[O:11])[O:6][C:7]([CH3:9])([CH3:10])[CH3:8])[CH2:3][CH2:2]1 |f:1.2|. Procedure: To a methanol (0.16 M) solution of 1,1-dimethylethyl cyclopropyl[(2,3-dichloro-5-formylphenyl)methyl]carbamate from the previous step was added at 0° C. sodium borohydride (1.3 eq.). The resulting solution was stirred at 0° C. for 2 h before the volatiles were removed in vacuo. The resulting residue was then partitioned between ether and 1 N aq. HCl. The aqueous layer was separated and back-extracted with ether. The combined organic extracts were washed further with water and brine, dried over N... Starting materials: CCBr, CCCCCCN(CC)CCCc1ccccc1. The product is [Br-], CCCCCC[N+](CC)(CC)CCCc1ccccc1. RXN SMILES: [CH2:19]([CH3:20])[Br:21].[CH2:1]([CH3:2])[N:3]([CH2:4][CH2:5][CH2:6][CH2:7][CH2:8][CH3:9])[CH2:10][CH2:11][CH2:12][c:13]1[cH:14][cH:15][cH:16][cH:17][cH:18]1>>[Br-:21].[CH2:1]([CH3:2])[N+:3]([CH2:4][CH2:5][CH2:6][CH2:7][CH2:8][CH3:9])([CH2:10][CH2:11][CH2:12][c:13]1[cH:14][cH:15][cH:16][cH:17][cH:18]1)[CH2:19][CH3:20]. The reactants are CN(C)C=O, Cc1nc(-c2ccc(C(F)(F)F)cc2)ccc1CCl, [H-], [Na+], O, O=S(CCn1ccnn1)Cc1ccc(O)cc1. The product is Cc1nc(-c2ccc(C(F)(F)F)cc2)ccc1COc1ccc(CS(=O)CCn2ccnn2)cc1. Reaction SMILES: [CH3:40][N:41]([CH3:42])[CH:43]=[O:44].[Cl:20][CH2:21][c:22]1[c:23]([CH3:38])[n:24][c:25](-[c:28]2[cH:29][cH:30][c:31]([C:34]([F:35])([F:36])[F:37])[cH:32][cH:33]2)[cH:26][cH:27]1.[H-:18].[Na+:19].[OH2:39].[n:1]1([CH2:6][CH2:7][S:8](=[O:9])[CH2:10][c:11]2[cH:12][cH:13][c:14]([OH:17])[cH:15][cH:16]2)[n:2][n:3][cH:4][cH:5]1>>[n:1]1([CH2:6][CH2:7][S:8](=[O:9])[CH2:10][c:11]2[cH:12][cH:13][c:14]([O:17][CH2:21][c:22]3[c:23]([CH3:38])[n:24][c:25](-[c:28]4[cH:29][cH:30][c:31]([C:34]([F:35])([F:36])[F:37])[cH:32][cH:33]4)[cH:26][cH:27]3)[cH:15][cH:16]2)[n:2][n:3][cH:4][cH:5]1. The reactants are CN(C)C=O, Cl, FC(F)(F)I, O=Cc1ccc(F)c(Oc2ccccc2)c1, [Zn]. The product is OC(c1ccc(F)c(Oc2ccccc2)c1)C(F)(F)F. RXN SMILES: [CH3:23][N:24]([CH3:25])[CH:26]=[O:27].[ClH:22].[F:17][C:18]([F:19])([F:20])[I:21].[F:1][c:2]1[c:3]([O:10][c:11]2[cH:12][cH:13][cH:14][cH:15][cH:16]2)[cH:4][c:5]([CH:6]=[O:7])[cH:8][cH:9]1.[Zn:28]>>[F:1][c:2]1[c:3]([O:10][c:11]2[cH:12][cH:13][cH:14][cH:15][cH:16]2)[cH:4][c:5]([CH:6]([OH:7])[C:18]([F:17])([F:19])[F:20])[cH:8][cH:9]1.